From a dataset of the Open Reaction Database (ORD), a public repository of structured organic reaction records. describe an organic reaction: reactants, conditions, products, and yield Yield: 33.0%. Reaction SMILES: [F:1][C:2]1[CH:7]=[CH:6][C:5]([CH2:8][CH2:9][CH2:10][O:11][C:12]2[C:13]([O:25][CH3:26])=[C:14]([C:22](=[O:24])[CH3:23])[C:15]([CH3:21])=[C:16]([CH3:20])[C:17]=2[O:18][CH3:19])=[CH:4][CH:3]=1.B(Cl)(Cl)Cl.Br[CH2:32][CH2:33]Br.[Br-].[NH:36]1[CH2:41]C[O:39][CH2:38][CH2:37]1>>[F:1][C:2]1[CH:3]=[CH:4][C:5]([CH2:8][CH2:9][CH2:10][O:11][C:12]2[C:13]([O:25][CH2:26][CH2:41][N:36]3[CH2:33][CH2:32][O:39][CH2:38][CH2:37]3)=[C:14]([C:22](=[O:24])[CH3:23])[C:15]([CH3:21])=[C:16]([CH3:20])[C:17]=2[O:18][CH3:19])=[CH:6][CH:7]=1. The product is FC1=CC=C(C=C1)CCCOC=1C(=C(C(=C(C1OC)C)C)C(C)=O)OCCN1CCOCC1 (1-[3-[3-(4-Fluoro-phenyl)-propoxy]-4-methoxy-5,6-dimethyl-2-(2-morpholin-4-yl-ethoxy)-phenyl]-ethanone). Starting materials: FC1=CC=C(C=C1)CCCOC=1C(=C(C(=C(C1OC)C)C)C(C)=O)OC (1-{3-[3-(4-Fluoro-phenyl)-propoxy]-2,4-dimethoxy-5,6-dimethyl-phenyl}-ethanone), B(Cl)(Cl)Cl (BCl3), BrCCBr (1,2-dibromoethane), [Br-] (bromide), N1CCOCC1 (morpholine). Procedure details: Example 3b (50 mg, 0.139 mmol) was reacted with BCl3 (1.1 eq.) according to General Procedure C. The material thus obtained was then reacted with 1,2-dibromoethane (3.0 eq.) according to General Procedure F and the product bromide reacted with morpholine according to General Procedure G to afford the product as a clear oil (21 mg, 33% over 3 steps). 1H NMR (300 MHz, CDCl3) δ 7.19-7.14 (m, 2H), 6.98-6.93 (m, 2H), 4.09-4.00 (m, 4H), 3.77 (s, 3H), 3.71-3.68 (m, 4H), 2.79 (t, J=7.4 Hz, 2H), 2.62 (t,... Starting materials: COC1=CC(=C(C=O)C=C1)OCOC (4-methoxy-2-methoxymethoxybenzaldehyde), S(=O)(=O)(C1=CC=C(C)C=C1)C[N+]#[C-] (tosylmethylisocyanide), [C-]#N.[Na+] (NaCN). The product is COC1=CC(=C(C=C1)[C@@H]1[C@H](N=CO1)S(=O)(=O)C1=CC=C(C=C1)C)OCOC ((4R*,5R*)-5-(4-Methoxy-2-methoxymethoxy-phenyl)-4-(toluene-4-sulfonyl)-4,5-dihydro-oxazole). As a reaction SMILES: [CH3:1][O:2][C:3]1[CH:10]=[CH:9][C:6]([CH:7]=[O:8])=[C:5]([O:11][CH2:12][O:13][CH3:14])[CH:4]=1.[S:15]([CH2:25][N+:26]#[C-:27])([C:18]1[CH:24]=[CH:23][C:21]([CH3:22])=[CH:20][CH:19]=1)(=[O:17])=[O:16].[C-]#N.[Na+]>>[CH3:1][O:2][C:3]1[CH:10]=[CH:9][C:6]([C@H:7]2[O:8][CH:27]=[N:26][C@@H:25]2[S:15]([C:18]2[CH:24]=[CH:23][C:21]([CH3:22])=[CH:20][CH:19]=2)(=[O:17])=[O:16])=[C:5]([O:11][CH2:12][O:13][CH3:14])[CH:4]=1 |f:2.3|. Procedure details: In a manner analogous to Preparation 1, 4-methoxy-2-methoxymethoxybenzaldehyde (0.12 g, 0.63 mmol), tosylmethylisocyanide (0.12 g, 0.60 mmol) and NaCN (3 mg, 0.06 mmol) gave the desired compound as a tan solid. MS(ES+) m/z 392.0 (M+H+).